This data is from the Open Reaction Database (ORD), a public repository of structured organic reaction records. The task is: describe an organic reaction: reactants, conditions, products, and yield The reactants are CCOc1nc(C(C)(C)C)ncc1C1=NC(C)(c2ccc(Cl)cc2)C(C)(c2ccc(Cl)cc2)N1C(=O)Cl, C1CCN(C2CCNCC2)C1. Yields the product CCOc1nc(C(C)(C)C)ncc1C1=NC(C)(c2ccc(Cl)cc2)C(C)(c2ccc(Cl)cc2)N1C(=O)N1CCC(N2CCCC2)CC1. RXN SMILES: [C:1]([CH3:2])([CH3:3])([CH3:4])[c:5]1[n:6][cH:7][c:8]([C:14]2=[N:18][C:17]([CH3:19])([c:20]3[cH:21][cH:22][c:23]([Cl:26])[cH:24][cH:25]3)[C:16]([CH3:27])([c:28]3[cH:29][cH:30][c:31]([Cl:34])[cH:32][cH:33]3)[N:15]2[C:35](=[O:36])[Cl:37])[c:9]([O:11][CH2:12][CH3:13])[n:10]1.[N:38]1([CH:43]2[CH2:44][CH2:45][NH:46][CH2:47][CH2:48]2)[CH2:39][CH2:40][CH2:41][CH2:42]1>>[C:1]([CH3:2])([CH3:3])([CH3:4])[c:5]1[n:6][cH:7][c:8]([C:14]2=[N:18][C:17]([CH3:19])([c:20]3[cH:21][cH:22][c:23]([Cl:26])[cH:24][cH:25]3)[C:16]([CH3:27])([c:28]3[cH:29][cH:30][c:31]([Cl:34])[cH:32][cH:33]3)[N:15]2[C:35](=[O:36])[N:46]2[CH2:45][CH2:44][CH:43]([N:38]3[CH2:39][CH2:40][CH2:41][CH2:42]3)[CH2:48][CH2:47]2)[c:9]([O:11][CH2:12][CH3:13])[n:10]1. Starting materials: Fc1ccc(NC(c2ccc(F)cc2)C2CCN(CCCCl)CC2)cc1, Nc1ccccc1. The product is Fc1ccc(NC(c2ccc(F)cc2)C2CCN(CCCNc3ccccc3)CC2)cc1. Reaction SMILES: [Cl:1][CH2:2][CH2:3][CH2:4][N:5]1[CH2:6][CH2:7][CH:8]([CH:11]([NH:12][c:13]2[cH:14][cH:15][c:16]([F:19])[cH:17][cH:18]2)[c:20]2[cH:21][cH:22][c:23]([F:26])[cH:24][cH:25]2)[CH2:9][CH2:10]1.[NH2:27][c:28]1[cH:29][cH:30][cH:31][cH:32][cH:33]1>>[CH2:2]([CH2:3][CH2:4][N:5]1[CH2:6][CH2:7][CH:8]([CH:11]([NH:12][c:13]2[cH:14][cH:15][c:16]([F:19])[cH:17][cH:18]2)[c:20]2[cH:21][cH:22][c:23]([F:26])[cH:24][cH:25]2)[CH2:9][CH2:10]1)[NH:27][c:28]1[cH:29][cH:30][cH:31][cH:32][cH:33]1. Starting materials: BrC=1C(=NN2C1OCCC2C)C2=CC=C(C=C2)F (3-bromo-2-(4-fluorophenyl)-7-methyl-6,7-dihydro-5H-pyrazolo[5,1-b][1,3]oxazine), C(C)(C)B1OC(C(O1)(C)C)(C)C (2-isopropyl-4,4,5,5-tetramethyl-1,3,2-dioxaborolane). Solvent: C1CCOC1 (THF), C1CCOC1 (THF). Run at time 20 minute. Yields the product FC1=CC=C(C=C1)C1=NN2C(OCCC2C)=C1B1OC(C(O1)(C)C)(C)C (2-(4-fluorophenyl)-7-methyl-3-(4,4,5,5-tetramethyl-1,3,2-dioxaborolan-2-yl)-6,7-dihydro-5H-pyrazolo[5,1-b][1,3]oxazine). Yield: 44.0%. RXN SMILES: Br[C:2]1[C:3]([C:12]2[CH:17]=[CH:16][C:15]([F:18])=[CH:14][CH:13]=2)=[N:4][N:5]2[CH:10]([CH3:11])[CH2:9][CH2:8][O:7][C:6]=12.C([B:22]1[O:26][C:25]([CH3:28])([CH3:27])[C:24]([CH3:30])([CH3:29])[O:23]1)(C)C>C1COCC1>[F:18][C:15]1[CH:16]=[CH:17][C:12]([C:3]2[C:2]([B:22]3[O:26][C:25]([CH3:28])([CH3:27])[C:24]([CH3:30])([CH3:29])[O:23]3)=[C:6]3[O:7][CH2:8][CH2:9][CH:10]([CH3:11])[N:5]3[N:4]=2)=[CH:13][CH:14]=1. Reported procedure: To a solution of 3-bromo-2-(4-fluorophenyl)-7-methyl-6,7-dihydro-5H-pyrazolo[5,1-b][1,3]oxazine (1.5 g, 4.82 mmol, 1 eq) in THF (40 ml) is added a solution of n-Buli (3.314 ml, 1.6 M, 5.30 mmol, 1.1 eq) dropwise at −78° C. After 20 min of stirring, a solution of 1.23 g of 2-isopropyl-4,4,5,5-tetramethyl-1,3,2-dioxaborolane (7.23 mmol, 1.1 eq) in THF is added dropwise and the reaction mixture is stirred for 2 hours at −78° C. Then the reaction mixture is quenched by the addition of an aqueous sol...